From a dataset of the Open Reaction Database (ORD), a public repository of structured organic reaction records. describe an organic reaction: reactants, conditions, products, and yield Reactants: 100, O (water), 10, Cl.CN(CCC(=O)C=1SC=CC1)C (3-(dimethylamino)-1-(thiophen-2-yl) propan-1-one hydrochloride), CO (methanol), [BH4-].[Na+] (sodium borohydride). Solvent: [OH-].[Na+] (sodium hydroxide), [OH-].[Na+] (sodium hydroxide). Reaction conditions: temperature 27.5 celsius, time 6 hour. Product: CN(CCC(O)C=1SC=CC1)C (3-(dimethylamino)-1-(thiophen-2-yl) propan-1-ol). As a reaction SMILES: Cl.[CH3:2][N:3]([CH3:13])[CH2:4][CH2:5][C:6]([C:8]1[S:9][CH:10]=[CH:11][CH:12]=1)=[O:7].CO.O.[BH4-].[Na+]>[OH-].[Na+]>[CH3:13][N:3]([CH3:2])[CH2:4][CH2:5][CH:6]([C:8]1[S:9][CH:10]=[CH:11][CH:12]=1)[OH:7] |f:0.1,4.5,6.7|. Reported procedure: Added 50 liters of 20% sodium hydroxide solution to a cooled solution of 100 Kgs. of 3-(dimethylamino)-1-(thiophen-2-yl) propan-1-one hydrochloride, 100 liters of methanol and 25 liters of water at 0-5° C. Added a solution of 10 Kgs. of sodium borohydride in 50 liters of 20% sodium hydroxide to the above reaction mixture slowly at 0-5° C. in 5 hours. Allowed the reaction mixture temperature to 25-30° C. Stirred the reaction mixture for 6 hours at 25-30° C. Extracted the reaction mixture with met...